Dataset: the Open Reaction Database (ORD), a public repository of structured organic reaction records. Task: describe an organic reaction: reactants, conditions, products, and yield Starting materials: CN1CC(c2ccccc2)C2(CCCN(C(=O)C(COCc3ccc(F)cc3)NC(=O)OC(C)(C)C)C2)C1=O, ClCCl, O=C(O)C(F)(F)F. The product is CN1CC(c2ccccc2)C2(CCCN(C(=O)C(N)COCc3ccc(F)cc3)C2)C1=O. Reaction SMILES: [C:1]([O:2][C:3](=[O:4])[NH:7][CH:8]([C:9](=[O:10])[N:11]1[CH2:12][C:13]2([CH:14]([c:20]3[cH:21][cH:22][cH:23][cH:24][cH:25]3)[CH2:15][N:16]([CH3:19])[C:17]2=[O:18])[CH2:26][CH2:27][CH2:28]1)[CH2:29][O:30][CH2:31][c:32]1[cH:33][cH:34][c:35]([F:38])[cH:36][cH:37]1)([CH3:5])([CH3:6])[CH3:39].[Cl:47][CH2:48][Cl:49].[F:40][C:41]([F:42])([F:43])[C:44]([OH:45])=[O:46]>>[NH2:7][CH:8]([C:9](=[O:10])[N:11]1[CH2:12][C:13]2([CH:14]([c:20]3[cH:21][cH:22][cH:23][cH:24][cH:25]3)[CH2:15][N:16]([CH3:19])[C:17]2=[O:18])[CH2:26][CH2:27][CH2:28]1)[CH2:29][O:30][CH2:31][c:32]1[cH:33][cH:34][c:35]([F:38])[cH:36][cH:37]1. The reactants are FC1=C(C=CC2=C1C(=C(O2)C2=CC=C(C=C2)F)C(NC)=O)C=2C=C(C(=O)O)C=CC2C (3-(4-fluoro-2-(4-fluorophenyl)-3-(methylcarbamoyl)benzofuran-5-yl)-4-methylbenzoic acid), N1C=CC=2C(=NC=CC21)C2(CC2)N (1-(1H-pyrrolo[3,2-c]pyridin-4-yl)cyclopropanamine). The product is N1C=CC=2C(=NC=CC21)C#N (1H-pyrrolo[3,2-c]pyridine-4-carbonitrile). RXN SMILES: FC1C2C(C(=O)NC)=C(C3C=CC(F)=CC=3)OC=2C=CC=1C1C=C(C=CC=1C)C(O)=O.[NH:32]1[C:40]2[CH:39]=[CH:38][N:37]=[C:36]([C:41]3([NH2:44])CC3)[C:35]=2[CH:34]=[CH:33]1>>[NH:32]1[C:40]2[CH:39]=[CH:38][N:37]=[C:36]([C:41]#[N:44])[C:35]=2[CH:34]=[CH:33]1. Reported procedure: This example was prepared from the coupling of 3-(4-fluoro-2-(4-fluorophenyl)-3-(methylcarbamoyl)benzofuran-5-yl)-4-methylbenzoic acid with 1-(1H-pyrrolo[3,2-c]pyridin-4-yl)cyclopropanamine (obtained from 1H-pyrrolo[3,2-c]pyridine-4-carbonitrile by the reaction using Ti(OiPr)4/EtMgBr/BF3OEt2). Purification was performed by Shimadzu-VP preparative reverse phase HPLC using the separation method: Solvent A=10% MeOH-90% H2O-0.1% TFA, Solvent B=90% MeOH-10% H2O-0.1% TFA, Start % B=10, Final % B=100, ... Reported procedure: To a solution of acetic acid 6-acetoxy-2,2-dimethyl-tetrahydro-furo[3,4-d][1,3]dioxol-4-ylmethyl ester (623 mg, 2.27 mmol) in dichloromethane (3 mL) was added iodotrimethylsilane (0.35 mL, 2.49 mmol) at −78° C. and the reaction mixture brought to RT. After confirming the disappearance of starting material by TLC, triisopropylphosphite (1.18 mL, 5.68 mmol) was added at −78° C. The reaction mixture was left to warm to RT and stirred overnight. The reaction was quenched with sodium bicarbonate, ext... Run at time 8 hour. As a reaction SMILES: C(O[CH:5]1[CH:9]2[O:10][C:11]([CH3:14])([CH3:13])[O:12][CH:8]2[CH:7]([CH2:15][O:16][C:17](=[O:19])[CH3:18])[O:6]1)(=O)C.I[Si](C)(C)C.[CH:25]([O:28][P:29]([O:34]C(C)C)[O:30][CH:31]([CH3:33])[CH3:32])([CH3:27])[CH3:26]>ClCCl>[CH:25]([O:28][P:29]([CH:5]1[CH:9]2[O:10][C:11]([CH3:13])([CH3:14])[O:12][CH:8]2[CH:7]([CH2:15][O:16][C:17](=[O:19])[CH3:18])[O:6]1)([O:30][CH:31]([CH3:33])[CH3:32])=[O:34])([CH3:27])[CH3:26]. Yield: 54.1%. The product is C(C)(C)OP(=O)(OC(C)C)C1OC(C2C1OC(O2)(C)C)COC(C)=O (acetic acid 6-(diisopropoxy-phosphoryl)-2,2-dimethyl-tetrahydro-furo[3,4-d][1,3]dioxol-4-ylmethyl ester). Solvent: ClCCl (dichloromethane). Reactants: C(C)(=O)OC1OC(C2C1OC(O2)(C)C)COC(C)=O (acetic acid 6-acetoxy-2,2-dimethyl-tetrahydro-furo[3,4-d][1,3]dioxol-4-ylmethyl ester), I[Si](C)(C)C (iodotrimethylsilane), C(C)(C)OP(OC(C)C)OC(C)C (triisopropylphosphite). Starting materials: CN(N=C(C1=C(C=CC=C1F)Cl)Cl)S(=O)(=O)C1=CC=C(C=C1)C (N-methyl-N-(p-toluenesulfonyl)-2-chloro-6-fluorobenzohydrazonoyl chloride), COC=1C=C(C#N)C=CC1OC1=NC=C(C=C1)C(F)(F)F (3-methoxy-4-(5-trifluoromethylpyridine-2-yloxy)benzonitrile), ClC1=C(C=CC=C1)Cl (o-dichlorobenzene). The reagents and catalysts are [Fe](Cl)(Cl)Cl (iron (III) chloride). The solvent is C(Cl)(Cl)Cl (chloroform). Conditions: temperature 140 celsius, time 30 minute. Product: ClC1=C(C(=CC=C1)F)C1=NN(C(=N1)C1=CC(=C(C=C1)OC1=NC=C(C=C1)C(F)(F)F)OC)C (3-(2-chloro-6-fluorophenyl)-5-[3-methoxy-4-(5-trifluoromethylpyridine 2-yloxy)phenyl]-1-methyl-1H-1,2,4-triazole). Yield: 58.5%. Reaction SMILES: [CH3:1][N:2](S(C1C=CC(C)=CC=1)(=O)=O)[N:3]=[C:4](Cl)[C:5]1[C:10]([F:11])=[CH:9][CH:8]=[CH:7][C:6]=1[Cl:12].[CH3:24][O:25][C:26]1[CH:27]=[C:28]([CH:31]=[CH:32][C:33]=1[O:34][C:35]1[CH:40]=[CH:39][C:38]([C:41]([F:44])([F:43])[F:42])=[CH:37][N:36]=1)[C:29]#[N:30].ClC1C=CC=CC=1Cl>C(Cl)(Cl)Cl.[Fe](Cl)(Cl)Cl>[Cl:12][C:6]1[CH:7]=[CH:8][CH:9]=[C:10]([F:11])[C:5]=1[C:4]1[N:30]=[C:29]([C:28]2[CH:31]=[CH:32][C:33]([O:34][C:35]3[CH:40]=[CH:39][C:38]([C:41]([F:44])([F:42])[F:43])=[CH:37][N:36]=3)=[C:26]([O:25][CH3:24])[CH:27]=2)[N:2]([CH3:1])[N:3]=1. Reported procedure: A mixture of N-methyl-N-(p-toluenesulfonyl)-2-chloro-6-fluorobenzohydrazonoyl chloride (3.75 g), 3-methoxy-4-(5-trifluoromethylpyridine-2-yloxy)benzonitrile (3.03 g), anhydrous iron (III) chloride (1.70 g) and o-dichlorobenzene (5 ml) is stirred at an oil bath temperature of 140° C. for 30 minutes. After cooling, it is dissolved in chloroform (300 ml) and washed with dilute hydrochloric acid, dilute aqueous solution of sodium hydroxide and saline. Then, it is dried over anhydrous magnesium sulfa... The reactants are c1(cc(ccc1)Cl)C(OO)=O, c12c([C@H]([C@H]3N4C[C@@H]([C@H](C3)CC4)CC)O)ccnc1ccc(c2)OC. The reagents and catalysts are c1ccc(cc1)-c2c3ccccc3cc4ccccc24 (9-Phenylanthracene), c12ccc3n1[Cu]n1c(c(c4nc(C=C4)c3c3c(cccc3Cl)Cl)c3c(cccc3Cl)Cl)ccc1c(c1C=Cc(n1)c2c1c(cccc1Cl)Cl)c1c(cccc1Cl)Cl (Cu[TDClPP]). Solvent: CC#N  (MeCN), C(CCl)Cl (DCE). Run at temperature 25 celsius, time 18 hour. Yields the product CC[C@H]1CN2CC[C@H]1C[C@H]2[C@H](O)c3cc(O)nc4ccc(OC)cc34. As a reaction SMILES: [CH3:1][CH2:2][C@@H:3]1[C@H:8]([CH2:9][C@@H:10]([C@@H:11]([c:13]2[c:24]([c:17]3[n:16][cH:15][cH:14]2)[cH:23][c:20]([O:21][CH3:22])[cH:19][cH:18]3)[OH:12])[N:5]4[CH2:4]1)[CH2:7][CH2:6]4.[OH:25]OC(c1cc(Cl)ccc1)=O>>[CH3:1][CH2:2][C@@H:3]1[C@H:8]([CH2:9][C@@H:10]([C@@H:11]([c:13]2[c:24]([c:17]3[n:16][c:15]([OH:25])[cH:14]2)[cH:23][c:20]([O:21][CH3:22])[cH:19][cH:18]3)[OH:12])[N:5]4[CH2:4]1)[CH2:7][CH2:6]4. Procedure: 5-Iodo-6-(2,2,2-trifluoroethoxy)nicotinic acid (Example 1a, 1 g, 2.88 mmol) was dissolved in DMF (10 mL). C-(3-trifluoromethyl-1,2,4-oxadiazol-5-yl)-methylamine hydrochloride (616 mg, 3.03 mmol), TBTU (981 mg, 3.05 mmol) and N,N-diisopropylethylamine (1.86 g, 2.45 ml, 14.4 mmol) were added. The reaction mixture was stirred overnight, poured into 75 mL 1 M NaOH solution and extracted with i-propyl acetate (2×200 mL). The organic layers were combined, dried over Na2SO4 and concentrated in vacuo to... Solvent: CN(C)C=O (DMF). Yield: 84.0%. Conditions: time 8 hour. The product is IC=1C(=NC=C(C(=O)NCC2=NC(=NO2)C(F)(F)F)C1)OCC(F)(F)F (5-Iodo-6-(2,2,2-trifluoroethoxy)-N-((3-(trifluoromethyl)-1,2,4-oxadiazol-5-yl)methyl)nicotinamide). As a reaction SMILES: [I:1][C:2]1[C:3]([O:11][CH2:12][C:13]([F:16])([F:15])[F:14])=[N:4][CH:5]=[C:6]([CH:10]=1)[C:7]([OH:9])=O.Cl.[F:18][C:19]([F:28])([F:27])[C:20]1[N:24]=[C:23]([CH2:25][NH2:26])[O:22][N:21]=1.CN(C(ON1N=NC2C=CC=CC1=2)=[N+](C)C)C.[B-](F)(F)(F)F.C(N(CC)C(C)C)(C)C.[OH-].[Na+]>CN(C=O)C>[I:1][C:2]1[C:3]([O:11][CH2:12][C:13]([F:16])([F:15])[F:14])=[N:4][CH:5]=[C:6]([CH:10]=1)[C:7]([NH:26][CH2:25][C:23]1[O:22][N:21]=[C:20]([C:19]([F:28])([F:27])[F:18])[N:24]=1)=[O:9] |f:1.2,3.4,6.7|. Starting materials: Cl.FC(C1=NOC(=N1)CN)(F)F (C-(3-trifluoromethyl-1,2,4-oxadiazol-5-yl)-methylamine hydrochloride), CN(C)C(=[N+](C)C)ON1C2=C(C=CC=C2)N=N1.[B-](F)(F)(F)F (TBTU), C(C)(C)N(C(C)C)CC (N,N-diisopropylethylamine), [OH-].[Na+] (NaOH), IC=1C(=NC=C(C(=O)O)C1)OCC(F)(F)F (5-Iodo-6-(2,2,2-trifluoroethoxy)nicotinic acid).